Dataset: the Open Reaction Database (ORD), a public repository of structured organic reaction records. Task: describe an organic reaction: reactants, conditions, products, and yield Starting materials: COc1ccc2ncnc(Cl)c2c1, [H-], [Na+], CN(C)C=O, OCC1CCC(O)CC1. Product: COc1ccc2ncnc(OCC3CCC(O)CC3)c2c1. As a reaction SMILES: [Cl:12][c:13]1[n:14][cH:15][n:16][c:17]2[cH:18][cH:19][c:20]([O:23][CH3:24])[cH:21][c:22]12.[H-:1].[Na+:2].[O:25]=[CH:26][N:27]([CH3:28])[CH3:29].[OH:3][CH2:4][CH:5]1[CH2:6][CH2:7][CH:8]([OH:11])[CH2:9][CH2:10]1>>[O:3]([CH2:4][CH:5]1[CH2:6][CH2:7][CH:8]([OH:11])[CH2:9][CH2:10]1)[c:13]1[n:14][cH:15][n:16][c:17]2[cH:18][cH:19][c:20]([O:23][CH3:24])[cH:21][c:22]12.